Task: describe an organic reaction: reactants, conditions, products, and yield. Dataset: the Open Reaction Database (ORD), a public repository of structured organic reaction records The reactants are ClCC(=O)NC1=C(C=CC=C1C)C (N-chloroacetyl-2,6-dimethylaniline), BrCC1=NOC=C1 (3-bromomethylisoxazole), [H-].[Na+] (sodium hydride). Run in CN(C=O)C (dimethylformamide). Yields the product ClCC(=O)N(C1=C(C=CC=C1C)C)CC1=NOC=C1 (2-chloro-N-(isoxazol-3-yl)methyl-N-(2,6-dimethylphenyl)acetamide). RXN SMILES: [Cl:1][CH2:2][C:3]([NH:5][C:6]1[C:11]([CH3:12])=[CH:10][CH:9]=[CH:8][C:7]=1[CH3:13])=[O:4].Br[CH2:15][C:16]1[CH:20]=[CH:19][O:18][N:17]=1.[H-].[Na+]>CN(C)C=O>[Cl:1][CH2:2][C:3]([N:5]([CH2:15][C:16]1[CH:20]=[CH:19][O:18][N:17]=1)[C:6]1[C:11]([CH3:12])=[CH:10][CH:9]=[CH:8][C:7]=1[CH3:13])=[O:4] |f:2.3|. Procedure: A mixture of 6.1 g N-chloroacetyl-2,6-dimethylaniline and 5 g 3-bromomethylisoxazole (prepared as in Example 6 above) in 200 ml dry dimethylformamide was treated with 1.5 g sodium hydride as in Example 3 above. After workup, the solid product was purified by column and high-pressure liquid chromatography to yield a pure product, m.p. 78°-81° C. This product is shown as Compound 2 in Table I. C14H15ClN2O2 : calc., %C 60.32, %H 5.39, %N 10.05; found, %C 60.72, %H 5.71, %N 8.85. The reactants are Compound G, C(#N)[BH3-].[Na+] (sodium cyanoborohydride), C(C1=CC=CC=C1)N (benzylamine). Product: C(C1=CC=CC=C1)NC1CCNCC1 (4-(benzyl)amino piperidine). RXN SMILES: [C:1]([BH3-])#[N:2].[Na+].[CH2:5]([NH2:12])[C:6]1[CH:11]=[CH:10][CH:9]=[CH:8][CH:7]=1>>[CH2:5]([NH:12][CH:6]1[CH2:5][CH2:1][NH:2][CH2:8][CH2:7]1)[C:6]1[CH:11]=[CH:10][CH:9]=[CH:8][CH:7]=1 |f:0.1|. Procedure details: The compounds of formula A and G are prepared as is described in Reaction Sequences 1 and 2. Compound G is then treated with sodium cyanoborohydride, optionally in the presence of benzylamine, to produce the 4-(benzyl)amino piperidine which is subsequently coupled with the compound of formula A to produce the benzyl derivative (formula G"). The compound of formula G" is then hydrogenated using, for instance, palladium-on-carbon catalyst to produce the compound of formula I. Reactants: CC(=O)CC(C)C (isobutyl methyl ketone), C(C)C(C(=O)[O-])CCCC.[Na+] (sodium 2-ethylcaproate), C(#N)\C=C/[C@]1([C@@H](N2C(C[C@H]2S1(=O)=O)=O)C(=O)OC(C1=CC=CC=C1)C1=CC=CC=C1)C (benzhydryl (Z)-(2S,3S,5R)-3-(2-cyanoethenyl)- 3-methyl-4,4,7-trioxo-4-thia-1-aza-bicyclo[3.2.0]heptane-2-carboxylate). Solvent: C1=C(C=CC=C1O)C (m-cresol). Reaction conditions: temperature 50 celsius, time 45 minute. Yields the product C(#N)\C=C/[C@]1([C@@H](N2C(C[C@H]2S1(=O)=O)=O)C(=O)[O-])C.[Na+] (Sodium (Z)-(2S,3S,5R)-3-(2-cyanoethenyl)-3-methyl-4,4,7-trioxo-4-thia-1-aza-bicyclo [3.2.0]heptane-2-carboxylate). As a reaction SMILES: [C:1](/[CH:3]=[CH:4]\[C@:5]1([CH3:31])[S:11](=[O:13])(=[O:12])[C@H:10]2[N:7]([C:8](=[O:14])[CH2:9]2)[C@H:6]1[C:15]([O:17]C(C1C=CC=CC=1)C1C=CC=CC=1)=[O:16])#[N:2].CC(CC(C)C)=O.C(C(CCCC)C([O-])=O)C.[Na+:49]>C1C(O)=CC=CC=1C>[C:1](/[CH:3]=[CH:4]\[C@:5]1([CH3:31])[S:11](=[O:13])(=[O:12])[C@H:10]2[N:7]([C:8](=[O:14])[CH2:9]2)[C@H:6]1[C:15]([O-:17])=[O:16])#[N:2].[Na+:49] |f:2.3,5.6|. Procedure: 95 mg (0.2 mmol) of benzhydryl (Z)-(2S,3S,5R)-3-(2-cyanoethenyl)- 3-methyl-4,4,7-trioxo-4-thia-1-aza-bicyclo[3.2.0]heptane-2-carboxylate were dissolved in 3 ml of m-cresol and stirred at 50° C. for 45 minutes. The reaction mixture was treated with 10 ml of isobutyl methyl ketone and 120 μl of sodium 2-ethylcaproate (2N in ethyl acetate, 1.1 eq.). The mixture was extracted twice with 3 ml of water each time, the combined aqueous phases are washed with 10 ml of isobutyl methyl ketone and lyophiliz... The reactants are FC1=C(C=C(C(=C1)Br)F)[N+](=O)[O-] (2,5-difluoro-4-bromo-nitrobenzene), O.O.[Sn](Cl)Cl (tin(II)chloride dihydrate). Solvent: CO (MeOH), Cl (HCl). Product: BrC1=CC(=C(C=C1F)N)F (4-Bromo-2,5-difluorobenzenamine). RXN SMILES: [F:1][C:2]1[CH:7]=[C:6]([Br:8])[C:5]([F:9])=[CH:4][C:3]=1[N+:10]([O-])=O.O.O.[Sn](Cl)Cl>CO.Cl>[Br:8][C:6]1[C:5]([F:9])=[CH:4][C:3]([NH2:10])=[C:2]([F:1])[CH:7]=1 |f:1.2.3|. Procedure: To a solution of 2,5-difluoro-4-bromo-nitrobenzene (10 g, 42 mmol) in MeOH (200 mL) and conc. HCl (11 mL) was added tin(II)chloride dihydrate (38 g, 168 mmol) at room temperature. When complete the MeOH was distilled off under vacuum then water and celite were added. The mixture was neutralized with NaOH (50%) and filtered to remove the tin residue. The mixture was extracted with CH2Cl2 and the title compound 468A crystallized from CH2Cl2/hexane. Reactants: OC1=C(C=CC=C1N\N=C/1\C(=NN(C1=O)C1=CC=2CCCCC2C=C1)C)C1=CC=C(O1)C(=O)O ((Z)-5-(2-hydroxy-3-{N′-[3-methyl-5-oxo-1-(5,6,7,8-tetrahydro-naphthalen-2-yl)-1,5-dihydro-pyrazol-4-ylidene]-hydrazino}-phenyl)-furan-2-carboxylic acid), [OH-].[Na+] (sodium hydroxide). The solvent is O1CCCC1 (tetrahydrofuran). Conditions: time 2 hour. Product: [Na+].[Na+].OC1=C(C=CC=C1N\N=C/1\C(=NN(C1=O)C1=CC=2CCCCC2C=C1)C)C1=CC=C(O1)C(=O)[O-].OC1=C(C=CC=C1N\N=C/1\C(=NN(C1=O)C1=CC=2CCCCC2C=C1)C)C1=CC=C(O1)C(=O)[O-] ((Z)-5-(2-hydroxy-3-{N′-[3-methyl-5-oxo-1-(5,6,7,8-tetrahydro-naphthalen-2-yl)-1,5-dihydro-pyrazol-4-ylidene]-hydrazino}-phenyl)-furan-2-carboxylic acid disodium salt). The yield is 99.7%. RXN SMILES: [OH:1][C:2]1[C:7]([NH:8]/[N:9]=[C:10]2/[C:11]([CH3:26])=[N:12][N:13]([C:16]3[CH:25]=[CH:24][C:23]4[CH2:22][CH2:21][CH2:20][CH2:19][C:18]=4[CH:17]=3)[C:14]/2=[O:15])=[CH:6][CH:5]=[CH:4][C:3]=1[C:27]1[O:31][C:30]([C:32]([OH:34])=[O:33])=[CH:29][CH:28]=1.[OH-].[Na+:36]>O1CCCC1>[Na+:36].[Na+:36].[OH:1][C:2]1[C:7]([NH:8]/[N:9]=[C:10]2/[C:11]([CH3:26])=[N:12][N:13]([C:16]3[CH:25]=[CH:24][C:23]4[CH2:22][CH2:21][CH2:20][CH2:19][C:18]=4[CH:17]=3)[C:14]/2=[O:15])=[CH:6][CH:5]=[CH:4][C:3]=1[C:27]1[O:31][C:30]([C:32]([O-:34])=[O:33])=[CH:29][CH:28]=1.[OH:1][C:2]1[C:7]([NH:8]/[N:9]=[C:10]2/[C:11]([CH3:26])=[N:12][N:13]([C:16]3[CH:25]=[CH:24][C:23]4[CH2:22][CH2:21][CH2:20][CH2:19][C:18]=4[CH:17]=3)[C:14]/2=[O:15])=[CH:6][CH:5]=[CH:4][C:3]=1[C:27]1[O:31][C:30]([C:32]([O-:34])=[O:33])=[CH:29][CH:28]=1 |f:1.2,4.5.6.7|. Procedure: (Z)-5-(2-hydroxy-3-{N′-[3-methyl-5-oxo-1-(5,6,7,8-tetrahydro-naphthalen-2-yl)-1,5-dihydro-pyrazol-4-ylidene]-hydrazino}-phenyl)-furan-2-carboxylic acid 7d (110 mg, 0.24 mmol) was dissolved in 4 mL of tetrahydrofuran to form a dark red suspension. The reaction mixture was added dropwise with 1 M sodium hydroxide solution (0.4 mL, 0.44 mmol), stirred for 2 hours at room temperature. The reaction mixture was filtered, then the filtrate was added with 4 mL methanol and concentrated under reduced pre... Starting materials: [H-].[Na+] (NaH), C(C)(C)(C)OC(=O)N1CC(CC1)O (tert-butyl-3-hydroxypyrrolidine-1-carboxylate), ClC1=NC=NC=C1N (4-chloropyrimidin-5-amine). Run in O1CCCC1 (THF). Run at temperature 100 celsius, time 1 hour. Yields the product NC=1C(=NC=NC1)OC1CN(CC1)C(=O)OC(C)(C)C (tert-butyl 3-((5-aminopyrimidin-4-yl)oxy)pyrrolidine-1-carboxylate). RXN SMILES: [H-].[Na+].[C:3]([O:7][C:8]([N:10]1[CH2:14][CH2:13][CH:12]([OH:15])[CH2:11]1)=[O:9])([CH3:6])([CH3:5])[CH3:4].Cl[C:17]1[C:22]([NH2:23])=[CH:21][N:20]=[CH:19][N:18]=1>O1CCCC1>[NH2:23][C:22]1[C:17]([O:15][CH:12]2[CH2:13][CH2:14][N:10]([C:8]([O:7][C:3]([CH3:6])([CH3:4])[CH3:5])=[O:9])[CH2:11]2)=[N:18][CH:19]=[N:20][CH:21]=1 |f:0.1|. Procedure: At room temperature, NaH (71 mg, 2.94 mmol) was added to a solution of tert-butyl-3-hydroxypyrrolidine-1-carboxylate (1B2) (500 mg, 2.67 mmol) in THF (tetrahydrofuran) (10 mL) and stirred for 1 hour. 4-chloropyrimidin-5-amine (H) (348 mg, 2.67 mmol) was then added. The reaction mixture was then heated to 100° C. under nitrogen and stirred for 4 hours, cooled to room temperature (20-30° C.) and concentrated in vacuo. The residue was purified with flash column (eluent: 10-30% ethyl acetate/petrole... The reactants are CN(C)C=O, Oc1ccc(Oc2cccc(Cl)n2)cc1, CCOc1nnc(CCl)s1, [H-], [H][H], [Na+], O. Yields the product CCOc1nnc(COc2ccc(Oc3cccc(Cl)n3)cc2)s1. RXN SMILES: [CH3:30][N:31]([CH3:32])[CH:33]=[O:34].[Cl:1][c:2]1[cH:3][cH:4][cH:5][c:6]([O:8][c:9]2[cH:10][cH:11][c:12]([OH:15])[cH:13][cH:14]2)[n:7]1.[Cl:20][CH2:21][c:22]1[n:23][n:24][c:25]([O:27][CH2:28][CH3:29])[s:26]1.[H-:16].[H:18][H:19].[Na+:17].[OH2:35]>>[Cl:1][c:2]1[cH:3][cH:4][cH:5][c:6]([O:8][c:9]2[cH:10][cH:11][c:12]([O:15][CH2:21][c:22]3[n:23][n:24][c:25]([O:27][CH2:28][CH3:29])[s:26]3)[cH:13][cH:14]2)[n:7]1. Reactants: COC1(OC2CC(C2O1)(C)C)C (3-methoxy-3,6,6-trimethyl-2,4-dioxa-bicyclo[3,2,0]heptane), C[Si](Br)(C)C (trimethylbromosilane). Run in C(Cl)Cl (methylene chloride). Product: Br[C@H]1[C@@H](C(C1)(C)C)OC(C)=O (trans-1-bromo-2-acetoxy-3,3-dimethyl-cyclobutane). Isolated yield 78.9%. As a reaction SMILES: C[O:2][C:3]1([CH3:12])[O:9][CH:8]2[CH:5]([CH2:6][C:7]2([CH3:11])[CH3:10])O1.C[Si](C)(C)[Br:15]>C(Cl)Cl>[Br:15][C@@H:5]1[CH2:6][C:7]([CH3:11])([CH3:10])[C@H:8]1[O:9][C:3](=[O:2])[CH3:12]. Reported procedure: 34.4 g (0.2 mol) of 3-methoxy-3,6,6-trimethyl-2,4-dioxa-bicyclo[3,2,0]heptane (stereoisomer mixture) and 33.6 g (0.22 mol) of trimethylbromosilane in 150 ml of methylene chloride are heated to the reflux for 15 hours. Evaporation and fractional distillation of the residue in vacuo give 34.9 g (79%) of trans-1-bromo-2-acetoxy-3,3-dimethyl-cyclobutane. Boiling point14 87°-89°, nD20 1.4629. The product is N#CCC(=O)C1CC=CCC1. RXN SMILES: [CH3:14][C:15]#[N:16].[CH3:18][c:19]1[cH:20][cH:21][cH:22][cH:23][cH:24]1.[CH:3]1([C:9]([O:11][CH2:10][CH3:12])=[O:13])[CH2:4][CH:5]=[CH:6][CH2:7][CH2:8]1.[H-:1].[Na+:2].[OH2:17]>>[CH:3]1([C:9](=[O:11])[CH2:14][C:15]#[N:16])[CH2:4][CH:5]=[CH:6][CH2:7][CH2:8]1. The reactants are CC#N, Cc1ccccc1, CCOC(=O)C1CC=CCC1, [H-], [Na+], O.